This data is from the Open Reaction Database (ORD), a public repository of structured organic reaction records. The task is: describe an organic reaction: reactants, conditions, products, and yield Reaction SMILES: [CH3:1][O:2][C:3]([CH2:4][c:5]1[cH:6][cH:7][c:8]([C:11]#[C:12][c:13]2[cH:14][c:15]3[c:20]([c:21]([CH:23]=[CH2:24])[cH:22]2)[C:19](=[O:25])[CH2:18][CH2:17][C:16]3([CH3:26])[CH3:27])[cH:9][cH:10]1)=[O:28].[CH3:31][OH:32].[Li+:29].[O:33]1[CH2:34][CH2:35][CH2:36][CH2:37]1.[OH-:30]>>[O:2]=[C:3]([CH2:4][c:5]1[cH:6][cH:7][c:8]([C:11]#[C:12][c:13]2[cH:14][c:15]3[c:20]([c:21]([CH:23]=[CH2:24])[cH:22]2)[C:19](=[O:25])[CH2:18][CH2:17][C:16]3([CH3:26])[CH3:27])[cH:9][cH:10]1)[OH:28]. Yields the product C=Cc1cc(C#Cc2ccc(CC(=O)O)cc2)cc2c1C(=O)CCC2(C)C. The reactants are C=Cc1cc(C#Cc2ccc(CC(=O)OC)cc2)cc2c1C(=O)CCC2(C)C, CO, [Li+], C1CCOC1, [OH-].